Dataset: the Open Reaction Database (ORD), a public repository of structured organic reaction records. Task: describe an organic reaction: reactants, conditions, products, and yield Starting materials: CC(=O)O, Cc1cc2c(=O)cc[nH]c2s1, O=[N+]([O-])O. Yields the product Cc1cc2c(=O)c([N+](=O)[O-])c[nH]c2s1. RXN SMILES: [CH3:16][C:17](=[O:18])[OH:19].[CH3:1][c:2]1[cH:3][c:4]2[c:5]([nH:6][cH:7][cH:8][c:9]2=[O:10])[s:11]1.[OH:12][N+:13]([O-:14])=[O:15]>>[CH3:1][c:2]1[cH:3][c:4]2[c:5]([nH:6][cH:7][c:8]([N+:13](=[O:12])[O-:14])[c:9]2=[O:10])[s:11]1. The reactants are FC=1C(=C2C(=NC1)N(C=C2)S(=O)(=O)C2=CC=C(C)C=C2)C2=CN=C(S2)C2(CNC2)O (3-(5-(5-fluoro-1-tosyl-1H-pyrrolo[2,3-b]pyridin-4-yl)thiazol-2-yl)azetidin-3-ol), C=O (paraformaldehyde), ClC(C)Cl (dichloroethane), C(C)(=O)O (acetic acid), C(#N)[BH3-].[Na+] (Sodium cyanoborohydride), C([O-])(O)=O.[Na+] (sodium bicarbonate). Conditions: temperature 90 celsius. Product: FC=1C(=C2C(=NC1)N(C=C2)S(=O)(=O)C2=CC=C(C)C=C2)C2=CN=C(S2)C2(CN(C2)C)O (3-(5-(5-fluoro-1-tosyl-1H-pyrrolo[2,3-b]pyridin-4-yl)thiazol-2-yl)-1-methylazetidin-3-ol). Reaction SMILES: [F:1][C:2]1[C:3]([C:21]2[S:25][C:24]([C:26]3([OH:30])[CH2:29][NH:28][CH2:27]3)=[N:23][CH:22]=2)=[C:4]2[CH:10]=[CH:9][N:8]([S:11]([C:14]3[CH:20]=[CH:19][C:17]([CH3:18])=[CH:16][CH:15]=3)(=[O:13])=[O:12])[C:5]2=[N:6][CH:7]=1.C=O.Cl[CH:34](Cl)C.C(O)(=O)C.C([BH3-])#N.[Na+].C(=O)(O)[O-].[Na+]>>[F:1][C:2]1[C:3]([C:21]2[S:25][C:24]([C:26]3([OH:30])[CH2:29][N:28]([CH3:34])[CH2:27]3)=[N:23][CH:22]=2)=[C:4]2[CH:10]=[CH:9][N:8]([S:11]([C:14]3[CH:15]=[CH:16][C:17]([CH3:18])=[CH:19][CH:20]=3)(=[O:13])=[O:12])[C:5]2=[N:6][CH:7]=1 |f:4.5,6.7|. Reported procedure: A round-bottomed flask equipped with a reflux condenser was charged with 3-(5-(5-fluoro-1-tosyl-1H-pyrrolo[2,3-b]pyridin-4-yl)thiazol-2-yl)azetidin-3-ol (100 mg, 0.225 mmol) (Example 103A), paraformaldehyde (33.8 mg, 1.125 mmol), dichloroethane (2.5 mL), and acetic acid (0.064 mL, 1.125 mmol). Sodium cyanoborohydride (0.059 ml, 1.125 mmol) was added in three portions, and the mixture heated to 90° C. for 1 hour. The reaction mixture was slowly cooled to room temperature, and then to 0° C. in an ... The reactants are C(C)OP(OCC)(=O)CC1=C(C=CC(=C1)CC1=CC=C(C=C1)CC)F ([5-(4-ethylbenzyl)-2-fluorobenzyl]phosphonic acid diethylester), Br[Si](C)(C)C (bromotrimethylsilane), CO (Methanol). Solvent: ClCCl (dichloromethane). Conditions: time 18 hour. Product: C(C)C1=CC=C(CC=2C=CC(=C(CP(O)(O)=O)C2)F)C=C1 ([5-(4-Ethylbenzyl)-2-fluorobenzyl]phosphonic acid). Yield: 89.5%. RXN SMILES: C([O:3][P:4]([CH2:9][C:10]1[CH:15]=[C:14]([CH2:16][C:17]2[CH:22]=[CH:21][C:20]([CH2:23][CH3:24])=[CH:19][CH:18]=2)[CH:13]=[CH:12][C:11]=1[F:25])(=[O:8])[O:5]CC)C.Br[Si](C)(C)C.CO>ClCCl>[CH2:23]([C:20]1[CH:19]=[CH:18][C:17]([CH2:16][C:14]2[CH:13]=[CH:12][C:11]([F:25])=[C:10]([CH:15]=2)[CH2:9][P:4](=[O:3])([OH:8])[OH:5])=[CH:22][CH:21]=1)[CH3:24]. Reported procedure: To a solution of [5-(4-ethylbenzyl)-2-fluorobenzyl]phosphonic acid diethylester (0.70 g) in dichloromethane (12.0 mL) was added bromotrimethylsilane (1.2 mL) at 0° C., and the reaction mixture was stirred for 18 hr at room temperature. Methanol (7.0 mL) was added to the reaction mixture, and the mixture was stirred for 10 min at room temperature. After evaporation, the residue was crystallized from ethyl acetate-n-hexane to give the title compound (0.53 g) as a colorless crystal.